This data is from the Open Reaction Database (ORD), a public repository of structured organic reaction records. The task is: describe an organic reaction: reactants, conditions, products, and yield Starting materials: [OH-].[Na+] (NaOH), O (water), CN(S(=O)(=O)C1=CC=C(C=C1)O)C (N,N-dimethyl-4-hydroxybenzenesulfonamide), [OH-].[Na+] (NaOH), ClC1=C(C#N)C=C(C=C1)[N+](=O)[O-] (2-chloro-5-nitrobenzonitrile). The solvent is CS(=O)C (DMSO). Conditions: temperature 60 celsius. The product is CN(S(=O)(=O)C1=CC=C(C=C1)OC1=C(C=C(C=C1)[N+](=O)[O-])C#N)C (N,N-Dimethyl-4-(2-cyano-4-nitrophenoxy)benzenesulfonamide). Isolated yield 79.9%. RXN SMILES: [CH3:1][N:2]([CH3:13])[S:3]([C:6]1[CH:11]=[CH:10][C:9]([OH:12])=[CH:8][CH:7]=1)(=[O:5])=[O:4].[OH-].[Na+].Cl[C:17]1[CH:24]=[CH:23][C:22]([N+:25]([O-:27])=[O:26])=[CH:21][C:18]=1[C:19]#[N:20].O>CS(C)=O>[CH3:1][N:2]([CH3:13])[S:3]([C:6]1[CH:11]=[CH:10][C:9]([O:12][C:17]2[CH:24]=[CH:23][C:22]([N+:25]([O-:27])=[O:26])=[CH:21][C:18]=2[C:19]#[N:20])=[CH:8][CH:7]=1)(=[O:4])=[O:5] |f:1.2|. Procedure: To a solution of 6.37 g (0.0317 moles) of N,N-dimethyl-4-hydroxybenzenesulfonamide in 150 ml of DMSO was added 1.27 g (0.0317 moles) of NaOH. The mixture was heated to 60° C. and 5.26 g (0.288 moles) of 2-chloro-5-nitrobenzonitrile added and the mixture heated at 75° C. for 21/2 hrs. The reaction mixture was cooled and poured into a solution of 400 ml of 2 N aqueous NaOH and 300 ml of water. The product was collected by filtration, washed well with water and dried to obtain 8.8 g of product (88%...